The task is: describe an organic reaction: reactants, conditions, products, and yield. This data is from the Open Reaction Database (ORD), a public repository of structured organic reaction records. The reactants are O=C([O-])[O-], c1ccc(COc2ccc3c(c2)C24CCCCC2C(C3)NCC4)cc1, C=CCBr, [Cl-], Cl, [K+], [K+], [Na+], CN(C)C=O. The product is C=CCN1CCC23CCCCC2C1Cc1ccc(OCc2ccccc2)cc13. As a reaction SMILES: [C:27](=[O:28])([O-:29])[O-:30].[CH2:1]([c:2]1[cH:3][cH:4][cH:5][cH:6][cH:7]1)[O:8][c:9]1[cH:10][cH:11][c:12]2[c:21]([cH:22]1)[C:20]13[CH:15]([CH:14]([CH2:13]2)[NH:25][CH2:24][CH2:23]1)[CH2:16][CH2:17][CH2:18][CH2:19]3.[CH2:33]([CH:34]=[CH2:35])[Br:36].[Cl-:37].[ClH:26].[K+:31].[K+:32].[Na+:38].[O:39]=[CH:40][N:41]([CH3:42])[CH3:43]>>[CH2:1]([c:2]1[cH:3][cH:4][cH:5][cH:6][cH:7]1)[O:8][c:9]1[cH:10][cH:11][c:12]2[c:21]([cH:22]1)[C:20]13[CH:15]([CH:14]([CH2:13]2)[N:25]([CH2:35][CH:34]=[CH2:33])[CH2:24][CH2:23]1)[CH2:16][CH2:17][CH2:18][CH2:19]3. Reactants: O=[N+]([O-])[O-].[O-][N+]([O-])=O.[O-][N+]([O-])=O.[O-][N+]([O-])=O.[O-][N+]([O-])=O.[O-][N+]([O-])=O.[Ce+4].[NH4+].[NH4+] (CAN), C(C)OC(=O)C1=C(NC(=C(C1C1=CC=C(C=C1)C(NCC=1C=NC=CC1)=O)C(N)=O)CC)CCC1=CC=C(C=C1)F (5-Carbamoyl-6-ethyl-2-[2-(4-fluoro-phenyl)-ethyl]-4-{4-[(pyridin-3-ylmethyl)-carbamoyl]-phenyl}-1,4-dihydro-pyridine-3-carboxylic acid ethyl ester), FC(C(=O)O)(F)F (trifluoroacetic acid). The solvent is C(Cl)Cl (DCM). Reaction conditions: time 20 minute. Product: C(C)OC(C1=C(N=C(C(=C1C1=CC=C(C=C1)C(NCC=1OC=CC1)=O)C(N)=O)CC)CCC1=CC=C(C=C1)F)=O (5-Carbamoyl-6-ethyl-2-[2-(4-fluoro-phenyl)-ethyl]-4-{4-[(furan-2-ylmethyl)-carbamoyl]-phenyl}-nicotinic acid ethyl ester). RXN SMILES: O=[N+]([O-])[O-].[O-][N+](=O)[O-].[O-][N+](=O)[O-].[O-][N+](=O)[O-].[O-][N+](=O)[O-].[O-][N+](=O)[O-].[Ce+4].[NH4+].[NH4+].[CH2:28]([O:30][C:31]([C:33]1[CH:38]([C:39]2[CH:44]=[CH:43][C:42]([C:45](=[O:54])[NH:46][CH2:47][C:48]3C=N[CH:51]=[CH:52][CH:53]=3)=[CH:41][CH:40]=2)[C:37]([C:55](=[O:57])[NH2:56])=[C:36]([CH2:58][CH3:59])[NH:35][C:34]=1[CH2:60][CH2:61][C:62]1[CH:67]=[CH:66][C:65]([F:68])=[CH:64][CH:63]=1)=[O:32])[CH3:29].FC(F)(F)C(O)=[O:72]>C(Cl)Cl>[CH2:28]([O:30][C:31](=[O:32])[C:33]1[C:38]([C:39]2[CH:44]=[CH:43][C:42]([C:45](=[O:54])[NH:46][CH2:47][C:48]3[O:72][CH:51]=[CH:52][CH:53]=3)=[CH:41][CH:40]=2)=[C:37]([C:55](=[O:57])[NH2:56])[C:36]([CH2:58][CH3:59])=[N:35][C:34]=1[CH2:60][CH2:61][C:62]1[CH:67]=[CH:66][C:65]([F:68])=[CH:64][CH:63]=1)[CH3:29] |f:0.1.2.3.4.5.6.7.8|. Reported procedure: An aqueous solution of CAN (1 M, 1 mL) was added to 2 mL of DCM solution of compound 16 (˜0.25 mmol) and trifluoroacetic acid (0.1 mL). The resulting mixture was vigorously stirred for 20 min at r.t. The organic layer was separated, washed with water, dried over MgSO4, and concentrated in vacuo to yield the crude product. Purification by preparative LCMS (PE SCIEX, C18, acetonitrile—water with 0.035% trifluoroacetic acid) yielded the title compound in 18.5 mg yield. LC/MS (gradient 40-99%, 5 min... Reactants: O.O.O.C(C)(=O)[O-].[Na+] (sodium acetate trihydrate), cupric chloride dihydrate, C(C)OCC (diethyl ether), C(C=CC1=CC=CC=C1)(=O)O (cinnamic acid), [Cl-].C(C1=CC=CC=C1)(=O)C1=C(C=C(C=C1[N+](=O)[O-])C(=O)O)[N+]#N (2-benzoyl-5-carboxy-3-nitrobenzenediazonium chloride). Run in O (water), O (water), O (water), C(C)#N (acetonitrile). Reaction conditions: time 2 hour. Product: C(C1=CC=CC=C1)(=O)C1=C(C=C(C(=O)O)C=C1[N+](=O)[O-])C=CC1=CC=CC=C1 (4-benzoyl-5-nitro-3-styrylbenzoic acid). RXN SMILES: C(O)(=O)[CH:2]=[CH:3][C:4]1[CH:9]=[CH:8][CH:7]=[CH:6][CH:5]=1.[Cl-].[C:13]([C:21]1[C:26]([N+:27]([O-:29])=[O:28])=[CH:25][C:24]([C:30]([OH:32])=[O:31])=[CH:23][C:22]=1[N+]#N)(=[O:20])[C:14]1[CH:19]=[CH:18][CH:17]=[CH:16][CH:15]=1.O.O.O.C([O-])(=O)C.[Na+].C(OCC)C>C(#N)C.O>[C:13]([C:21]1[C:26]([N+:27]([O-:29])=[O:28])=[CH:25][C:24]([C:30]([OH:32])=[O:31])=[CH:23][C:22]=1[CH:2]=[CH:3][C:4]1[CH:9]=[CH:8][CH:7]=[CH:6][CH:5]=1)(=[O:20])[C:14]1[CH:19]=[CH:18][CH:17]=[CH:16][CH:15]=1 |f:1.2,3.4.5.6.7|. Procedure: To a solution of cinnamic acid (3.1 g) in acetonitrile (200 ml), moist 2-benzoyl-5-carboxy-3-nitrobenzenediazonium chloride (corresponding to about 8 g dry material) is added. To the vigorously stirred suspension, a solution of sodium acetate trihydrate (9.4 g) in water (160 ml) is added, followed immediately by a solution of cupric chloride dihydrate (1 g) in water (10 ml). After stirring at room temperature for a further 2 hours, the vigorous nitrogen-evolution has subsided and the mixture is ... Reactants: CCOC(=O)Cc1ccc(OC)c(-c2nc3ccccc3cc2CN(CC)C(=O)C2CC2)c1, C1CCOC1, CCOC(C)=O, [Li+], [OH-], O, O=C(O)CC(O)(CC(=O)O)C(=O)O. Yields the product CCN(Cc1cc2ccccc2nc1-c1cc(CC(=O)O)ccc1OC)C(=O)C1CC1. RXN SMILES: [CH2:1]([CH3:2])[O:3][C:4]([CH2:5][c:6]1[cH:7][c:8](-[c:14]2[n:15][c:16]3[cH:17][cH:18][cH:19][cH:20][c:21]3[cH:22][c:23]2[CH2:24][N:25]([CH2:26][CH3:27])[C:28](=[O:29])[CH:30]2[CH2:31][CH2:32]2)[c:9]([O:12][CH3:13])[cH:10][cH:11]1)=[O:33].[CH2:36]1[O:37][CH2:38][CH2:39][CH2:40]1.[CH3:42][CH2:43][O:44][C:45]([CH3:46])=[O:47].[Li+:34].[OH-:35].[OH2:41].[OH:48][C:49]([CH2:50][C:51]([C:52](=[O:53])[OH:54])([CH2:55][C:56](=[O:57])[OH:58])[OH:59])=[O:60]>>[O:3]=[C:4]([CH2:5][c:6]1[cH:7][c:8](-[c:14]2[n:15][c:16]3[cH:17][cH:18][cH:19][cH:20][c:21]3[cH:22][c:23]2[CH2:24][N:25]([CH2:26][CH3:27])[C:28](=[O:29])[CH:30]2[CH2:31][CH2:32]2)[c:9]([O:12][CH3:13])[cH:10][cH:11]1)[OH:33]. Starting materials: C(C)(C)(C)OCCOCCC(O)C1=CC=C(CC=2C=NC=CC2)C=C1 (3-[p-[3-(2-tert-butoxyethyl)oxy-1-hydroxypropyl]benzyl]pyridine), Cl (hydrochloric acid), S(=O)(Cl)Cl (thionyl chloride), C1CCC2=NCCCN2CC1 (DBU). The solvent is C(Cl)Cl (methylene chloride), C1(=CC=CC=C1)C (toluene), O (water), CN(C=O)C (N,N-dimethylformamide). Yields the product C(C)(C)(C)OCCOCC=CC1=CC=C(CC=2C=NC=CC2)C=C1 (3-[p-[3-(2-tert-butoxyethyl)oxy-1-propenyl]benzyl]pyridine). Isolated yield 75.0%. RXN SMILES: [C:1]([O:5][CH2:6][CH2:7][O:8][CH2:9][CH2:10][CH:11]([C:13]1[CH:25]=[CH:24][C:16]([CH2:17][C:18]2[CH:19]=[N:20][CH:21]=[CH:22][CH:23]=2)=[CH:15][CH:14]=1)O)([CH3:4])([CH3:3])[CH3:2].S(Cl)(Cl)=O.C1CCN2C(=NCCC2)CC1.Cl>C(Cl)Cl.CN(C)C=O.C1(C)C=CC=CC=1.O>[C:1]([O:5][CH2:6][CH2:7][O:8][CH2:9][CH:10]=[CH:11][C:13]1[CH:25]=[CH:24][C:16]([CH2:17][C:18]2[CH:19]=[N:20][CH:21]=[CH:22][CH:23]=2)=[CH:15][CH:14]=1)([CH3:4])([CH3:2])[CH3:3]. Procedure details: In 3 ml of methylene chloride was dissolved 630 mg of 3-[p-[3-(2-tert-butoxyethyl)oxy-1-hydroxypropyl]benzyl]pyridine, and to the resulting solution was added 0.27 ml of thionyl chloride with ice-cooling, after which the resulting mixture was subjected to reaction at room temperature for 30 minutes. The solvent and the excessive thionyl chloride were removed by distillation under reduced pressure, and the residue thus obtained was dissolved in 3 ml of N,N-dimethylformamide, and 1.38 ml of DBU wa... Starting materials: C(=O)(O)C=1C=CC2=C(C(=C(O2)C(=O)NC2=NC=C(C=C2)Cl)NC(=O)[C@@H]2CC[C@H](CC2)N(C)C)C1 (Trans-5-carboxy-3-[4-(dimethylamino)cyclohexyl-carbonylamino]-N-(5-chloropyridin-2-yl)benzofuran-2-carboxamide). The solvent is S(=O)(Cl)Cl (thionyl chloride). Conditions: time 10 minute. Product: CN([C@@H]1CC[C@H](CC1)C(=O)NC1=C(OC2=C1C=C(C=C2)CO)C(=O)NC2=NC=C(C=C2)Cl)C (trans-3-[4-(dimethylamino) cyclohexylcarbonylamino]-5-hydroxymethyl-N-(5-chloropyridin-2-yl)benzofuran-2-carboxamide). Isolated yield 19.5%. RXN SMILES: [C:1]([C:4]1[CH:5]=[CH:6][C:7]2[O:11][C:10]([C:12]([NH:14][C:15]3[CH:20]=[CH:19][C:18]([Cl:21])=[CH:17][N:16]=3)=[O:13])=[C:9]([NH:22][C:23]([C@H:25]3[CH2:30][CH2:29][C@H:28]([N:31]([CH3:33])[CH3:32])[CH2:27][CH2:26]3)=[O:24])[C:8]=2[CH:34]=1)(O)=[O:2]>S(Cl)(Cl)=O>[CH3:32][N:31]([CH3:33])[C@H:28]1[CH2:27][CH2:26][C@H:25]([C:23]([NH:22][C:9]2[C:8]3[CH:34]=[C:4]([CH2:1][OH:2])[CH:5]=[CH:6][C:7]=3[O:11][C:10]=2[C:12]([NH:14][C:15]2[CH:20]=[CH:19][C:18]([Cl:21])=[CH:17][N:16]=2)=[O:13])=[O:24])[CH2:30][CH2:29]1. Procedure: Trans-5-carboxy-3-[4-(dimethylamino)cyclohexyl-carbonylamino]-N-(5-chloropyridin-2-yl)benzofuran-2-carboxamide (243 mg) obtained in Example 78 is suspended in thionyl chloride (2.5 ml), and the mixture is stirred at room temperature for 10 minutes, then stirred at 50° C. for 10 minutes. The mixture is cooled to room temperature and stirred for one hour. The reaction solution is concentrated to dryness under reduced pressure. The resulting residue is suspended in tetrahydrofuran/chloroform (2:1, ... Reactants: [N+](=[N-])=CC(=O)OCC (ethyl diazoacetate), [N+](=[N-])=CC(=O)OCC (ethyl diazoacetate), C(CCCCCCCCCCC)(=O)C1=C(N(C=C1C)CC=1C=C(/C=C/C(=O)[O-])C=CC1)C ((E)-3-[(3-dodecanoyl-2,4-dimethylpyrrol-1-yl)methyl]cinnamate), C1(=CC=CC=C1)C (Toluene). Reported procedure: 0.24 ml of ethyl diazoacetate is added in portions each of 0.08 ml over the course of 15 min to a stirred solution of 233 mg (0.5 mmol) of (E)-3-[(3-dodecanoyl-2,4-dimethylpyrrol-1-yl)methyl]cinnamate in 3 ml of absol. Toluene at a bath temperature of 115-120° C. After each of these additions of ethyl diazoacetate a spatula tip of copper powder is added. The mixture is then heated for a further 5 min. After cooling and after addition of a little petroleum ether, the complete mixture is loaded on... Yields the product C(CCCCCCCCCCC)(=O)C1=C(N(C(=C1C)CC(=O)OCC)CC=1C=C(/C=C/C(=O)OCC)C=CC1)C (Ethyl (E)-3-({3-dodecanoyl-5-[(ethoxycarbonyl)-methyl]-2,4-dimethylpyrrol-1-yl}methyl)cinnamate). RXN SMILES: [N+](=[CH:3][C:4]([O:6][CH2:7][CH3:8])=[O:5])=[N-].[C:9]([C:22]1[C:26]([CH3:27])=[CH:25][N:24]([CH2:28][C:29]2[CH:30]=[C:31]([CH:37]=[CH:38][CH:39]=2)/[CH:32]=[CH:33]/[C:34]([O-:36])=[O:35])[C:23]=1[CH3:40])(=[O:21])[CH2:10][CH2:11][CH2:12][CH2:13][CH2:14][CH2:15][CH2:16][CH2:17][CH2:18][CH2:19][CH3:20].[C:41]1(C)C=CC=C[CH:42]=1>[Cu]>[C:9]([C:22]1[C:26]([CH3:27])=[C:25]([CH2:3][C:4]([O:6][CH2:7][CH3:8])=[O:5])[N:24]([CH2:28][C:29]2[CH:30]=[C:31]([CH:37]=[CH:38][CH:39]=2)/[CH:32]=[CH:33]/[C:34]([O:36][CH2:41][CH3:42])=[O:35])[C:23]=1[CH3:40])(=[O:21])[CH2:10][CH2:11][CH2:12][CH2:13][CH2:14][CH2:15][CH2:16][CH2:17][CH2:18][CH2:19][CH3:20]. The reagents and catalysts are [Cu] (copper). Run in petroleum ether. The reactants are aqueous solution, BrC=1N=C(C2=CC=CC=C2C1)N1CCN(CC1)CC (3-Bromo-1-(4-ethylpiperazin-1-yl)isoquinoline), {2-[4-(t-butyldimethyloxy)piperidin-1-yl]pyridin-5-yl}tributylstannum, tetrakistriphenylphosphine dichloride, C=1(C(=CC=CC1)C)C (xylene), [OH-].[Na+] (sodium hydroxide). Yields the product C(C)N1CCN(CC1)C1=NC(=CC2=CC=CC=C12)C=1C=CC(=NC1)N1CCC(CC1)O (1-(4-ethylpiperazin-1-yl)-3-[2-(4-hydroxypiperidin-1-yl)pyridin-5-yl]isoquinoline). RXN SMILES: Br[C:2]1[N:3]=[C:4]([N:12]2[CH2:17][CH2:16][N:15]([CH2:18][CH3:19])[CH2:14][CH2:13]2)[C:5]2[C:10]([CH:11]=1)=[CH:9][CH:8]=[CH:7][CH:6]=2.[OH-:20].[Na+].C1(C)[C:23](C)=[CH:24][CH:25]=[CH:26][CH:27]=1>>[CH2:18]([N:15]1[CH2:16][CH2:17][N:12]([C:4]2[C:5]3[C:10](=[CH:9][CH:8]=[CH:7][CH:6]=3)[CH:11]=[C:2]([C:11]3[CH:10]=[CH:5][C:4]([N:12]4[CH2:23][CH2:24][CH:25]([OH:20])[CH2:26][CH2:27]4)=[N:3][CH:2]=3)[N:3]=2)[CH2:13][CH2:14]1)[CH3:19] |f:1.2|. Procedure: 3-Bromo-1-(4-ethylpiperazin-1-yl)isoquinoline (1.16 g) and {2-[4-(t-butyldimethyloxy)piperidin-1-yl]pyridin-5-yl}tributylstannum (1.37 g) was reacted in the presence of tetrakistriphenylphosphine dichloride (0.30 g) in xylene (30 ml) at 140° C. for 5 hr. The reaction solution was concentrated. A 2N aqueous solution of hydrochloric acid was added to the resulting residue, and then reacted at 50° C. for 1 hr. The reaction solution was basified with a 2N aqueous solution of sodium hydroxide, and th...